Dataset: the Open Reaction Database (ORD), a public repository of structured organic reaction records. Task: describe an organic reaction: reactants, conditions, products, and yield Reactants: O, O=[N+]([O-])O, O=S(=O)(O)O, Cn1ncc(C#N)c1-c1ccco1. Product: Cn1ncc(C#N)c1-c1ccc([N+](=O)[O-])o1. Reaction SMILES: [OH2:23].[OH:19][N+:20]([O-:21])=[O:22].[S:14](=[O:15])(=[O:16])([OH:17])[OH:18].[o:1]1[c:2](-[c:6]2[c:7]([C:12]#[N:13])[cH:8][n:9][n:10]2[CH3:11])[cH:3][cH:4][cH:5]1>>[o:1]1[c:2](-[c:6]2[c:7]([C:12]#[N:13])[cH:8][n:9][n:10]2[CH3:11])[cH:3][cH:4][c:5]1[N+:20](=[O:19])[O-:21]. Starting materials: CCOC(=O)C(C(=O)OCC)C(=O)OCC, CP(C)C, Cc1ccccc1, CC(C)(C)c1nc2c(n1Cc1ccc(Cl)cc1)C(O)CCC2, CC(C)OC(=O)N=NC(=O)OC(C)C, C1CCOC1. Yields the product CCOC(=O)C(C(=O)OCC)(C(=O)OCC)C1CCCc2nc(C(C)(C)C)n(Cc3ccc(Cl)cc3)c21. RXN SMILES: [CH2:23]([CH3:24])[O:25][C:26](=[O:27])[CH:28]([C:29](=[O:30])[O:31][CH2:32][CH3:33])[C:34](=[O:35])[O:36][CH2:37][CH3:38].[CH3:39][P:40]([CH3:41])[CH3:42].[CH3:57][c:58]1[cH:59][cH:60][cH:61][cH:62][cH:63]1.[Cl:1][c:2]1[cH:3][cH:4][c:5]([CH2:8][n:9]2[c:10]([C:19]([CH3:20])([CH3:21])[CH3:22])[n:11][c:12]3[c:13]2[CH:14]([OH:18])[CH2:15][CH2:16][CH2:17]3)[cH:6][cH:7]1.[O:43]=[C:44]([O:45][CH:46]([CH3:47])[CH3:48])[N:49]=[N:50][C:51]([O:52][CH:53]([CH3:54])[CH3:55])=[O:56].[O:64]1[CH2:65][CH2:66][CH2:67][CH2:68]1>>[Cl:1][c:2]1[cH:3][cH:4][c:5]([CH2:8][n:9]2[c:10]([C:19]([CH3:20])([CH3:21])[CH3:22])[n:11][c:12]3[c:13]2[CH:14]([C:28]([C:26]([O:25][CH2:23][CH3:24])=[O:27])([C:29](=[O:30])[O:31][CH2:32][CH3:33])[C:34](=[O:35])[O:36][CH2:37][CH3:38])[CH2:15][CH2:16][CH2:17]3)[cH:6][cH:7]1.